This data is from the Open Reaction Database (ORD), a public repository of structured organic reaction records. The task is: describe an organic reaction: reactants, conditions, products, and yield The reactants are [Br-].CC1(CCC(C=2SC(=CC21)C(C)[P+](C2=CC=CC=C2)(C2=CC=CC=C2)C2=CC=CC=C2)(C)C)C ([1-(4,5,6,7-tetrahydro-4,4,7,7-tetramethylbenzo[b]thien-2-yl)ethyl]triphenylphosphonium bromide), C(C)OC(=O)C1=CC=C(C=O)C=C1 (4-ethoxycarbonylbenzaldehyde). The solvent is C1CCCO1 (butylene oxide). Yields the product CC1(CCC(C=2SC(=CC21)C(=CC2=CC=C(C(=O)OCC)C=C2)C)(C)C)C (ethyl p-[2-(4,5,6,7-tetrahydro-4,4,7,7-tetramethylbenzo[b]thien-2-yl)propenyl]benzoate). Yield: 55.5%. RXN SMILES: [Br-].[CH3:2][C:3]1([CH3:35])[C:11]2[CH:10]=[C:9]([CH:12]([P+](C3C=CC=CC=3)(C3C=CC=CC=3)C3C=CC=CC=3)[CH3:13])[S:8][C:7]=2[C:6]([CH3:34])([CH3:33])[CH2:5][CH2:4]1.[CH2:36]([O:38][C:39]([C:41]1[CH:48]=[CH:47][C:44]([CH:45]=O)=[CH:43][CH:42]=1)=[O:40])[CH3:37]>C1OCCC1>[CH3:35][C:3]1([CH3:2])[C:11]2[CH:10]=[C:9]([C:12]([CH3:13])=[CH:45][C:44]3[CH:47]=[CH:48][C:41]([C:39]([O:38][CH2:36][CH3:37])=[O:40])=[CH:42][CH:43]=3)[S:8][C:7]=2[C:6]([CH3:34])([CH3:33])[CH2:5][CH2:4]1 |f:0.1|. Procedure details: 30 g of [1-(4,5,6,7-tetrahydro-4,4,7,7-tetramethylbenzo[b]thien-2-yl)ethyl]triphenylphosphonium bromide and 9.5 g of 4-ethoxycarbonylbenzaldehyde are suspended in 300 ml of butylene oxide and the mixture is heated at reflux for 4 hours. The thus-obtained solution is concentrated to one third of the original volume in a water-jet vacuum, poured into 500 ml of a methanol/water mixture (6:4) and extracted several times with hexane. The organic phase is washed three times with water, dried over sodi... Procedure: To a solution of tert-butyl (2S)-2-((3S)-3-{[(6-chloro-2-naphthyl)sulfonyl]amino}-2-oxopyrrolidin-1-yl)propanoate (1 g) in DMF (20 ml) was added potassium carbonate (0.92 g) and benzyl-2-bromoacetate (0.33 g), and the mixture was stirred under nitrogen at room temperature for 72 h. The reaction mixture was filtered, concentrated under reduced pressure, and the residue partitioned between water and DCM. The organic layer was isolated, dried (over magnesium sulphate and purified by SPE (silica, cy... Yields the product ClC=1C=C2C=CC(=CC2=CC1)S(=O)(=O)N([C@@H]1C(N(CC1)[C@H](C(=O)OC(C)(C)C)C)=O)CC(=O)OCC1=CC=CC=C1 (tert-butyl (2S)-2-((3S)-3-{[(6-chloro-2-naphthyl)sulfonyl](2-benzyloxy-2-oxoethyl)amino}-2-oxopyrrolidin-1-yl)propanoate). Run at time 72 hour. The solvent is CN(C)C=O (DMF). Isolated yield 115.5%. Starting materials: ClC=1C=C2C=CC(=CC2=CC1)S(=O)(=O)N[C@@H]1C(N(CC1)[C@H](C(=O)OC(C)(C)C)C)=O (tert-butyl (2S)-2-((3S)-3-{[(6-chloro-2-naphthyl)sulfonyl]amino}-2-oxopyrrolidin-1-yl)propanoate), C([O-])([O-])=O.[K+].[K+] (potassium carbonate), C(C1=CC=CC=C1)OC(CBr)=O (benzyl-2-bromoacetate). RXN SMILES: [Cl:1][C:2]1[CH:3]=[C:4]2[C:9](=[CH:10][CH:11]=1)[CH:8]=[C:7]([S:12]([NH:15][C@H:16]1[CH2:20][CH2:19][N:18]([C@@H:21]([CH3:29])[C:22]([O:24][C:25]([CH3:28])([CH3:27])[CH3:26])=[O:23])[C:17]1=[O:30])(=[O:14])=[O:13])[CH:6]=[CH:5]2.C(=O)([O-])[O-].[K+].[K+].[CH2:37]([O:44][C:45](=[O:48])[CH2:46]Br)[C:38]1[CH:43]=[CH:42][CH:41]=[CH:40][CH:39]=1>CN(C=O)C>[Cl:1][C:2]1[CH:3]=[C:4]2[C:9](=[CH:10][CH:11]=1)[CH:8]=[C:7]([S:12]([N:15]([CH2:46][C:45]([O:44][CH2:37][C:38]1[CH:43]=[CH:42][CH:41]=[CH:40][CH:39]=1)=[O:48])[C@H:16]1[CH2:20][CH2:19][N:18]([C@@H:21]([CH3:29])[C:22]([O:24][C:25]([CH3:26])([CH3:28])[CH3:27])=[O:23])[C:17]1=[O:30])(=[O:13])=[O:14])[CH:6]=[CH:5]2 |f:1.2.3|.